From a dataset of the Open Reaction Database (ORD), a public repository of structured organic reaction records. describe an organic reaction: reactants, conditions, products, and yield The reactants are CC#N, O, OCCNCCO, CS(=O)(=O)OCCC=C1c2ccccc2CCc2ccccc21. Yields the product OCCN(CCO)CCC=C1c2ccccc2CCc2ccccc21. RXN SMILES: [CH3:32][C:33]#[N:34].[OH2:31].[OH:24][CH2:25][CH2:26][NH:27][CH2:28][CH2:29][OH:30].[cH:1]1[cH:2][cH:3][cH:4][c:5]2[c:11]1[CH2:10][CH2:9][c:8]1[c:7]([cH:15][cH:14][cH:13][cH:12]1)[C:6]2=[CH:16][CH2:17][CH2:18][O:19][S:20]([CH3:21])(=[O:22])=[O:23]>>[cH:1]1[cH:2][cH:3][cH:4][c:5]2[c:11]1[CH2:10][CH2:9][c:8]1[c:7]([cH:15][cH:14][cH:13][cH:12]1)[C:6]2=[CH:16][CH2:17][CH2:18][N:27]([CH2:26][CH2:25][OH:24])[CH2:28][CH2:29][OH:30]. The reactants are ClC1=C(OC2=CC(N(C2)C(C(=O)NC2=NN(C=C2)C[C@H]2OC(OC2)(C)C)CC(F)(F)F)=O)C=CC=C1 (2-[4-(2-chloro-phenoxy)-2-oxo-2,5-dihydro-pyrrol-1-yl]-N-[1-((R)-2,2-dimethyl-[1,3]dioxolan-4-yl-methyl)-1-H-pyrazol-3-yl]-4,4,4-trifluoro-butyramide), O.C1(=CC=C(C=C1)S(=O)(=O)O)C (p-toluenesulfonic acid monohydrate). Run in CO (methanol). Run at temperature 25 celsius, time 16 hour. The product is ClC1=C(OC2=CC(N(C2)C(C(=O)NC2=NN(C=C2)C[C@H](CO)O)CC(F)(F)F)=O)C=CC=C1 (2-[4-(2-chloro-phenoxy)-2-oxo-2,5-dihydro-pyrrol-1-yl]-N-[1-((R)-2,3-dihydroxy-propyl)-1H-pyrazol-3-yl]-4,4,4-trifluoro-butyramide). Yield: 76.5%. RXN SMILES: [Cl:1][C:2]1[CH:36]=[CH:35][CH:34]=[CH:33][C:3]=1[O:4][C:5]1[CH2:9][N:8]([CH:10]([CH2:27][C:28]([F:31])([F:30])[F:29])[C:11]([NH:13][C:14]2[CH:18]=[CH:17][N:16]([CH2:19][C@@H:20]3[CH2:24][O:23]C(C)(C)[O:21]3)[N:15]=2)=[O:12])[C:7](=[O:32])[CH:6]=1.O.C1(C)C=CC(S(O)(=O)=O)=CC=1>CO>[Cl:1][C:2]1[CH:36]=[CH:35][CH:34]=[CH:33][C:3]=1[O:4][C:5]1[CH2:9][N:8]([CH:10]([CH2:27][C:28]([F:31])([F:29])[F:30])[C:11]([NH:13][C:14]2[CH:18]=[CH:17][N:16]([CH2:19][C@@H:20]([OH:21])[CH2:24][OH:23])[N:15]=2)=[O:12])[C:7](=[O:32])[CH:6]=1 |f:1.2|. Procedure details: In a round bottom flask was placed 2-[4-(2-chloro-phenoxy)-2-oxo-2,5-dihydro-pyrrol-1-yl]-N-[1-((R)-2,2-dimethyl-[1,3]dioxolan-4-yl-methyl)-1-H-pyrazol-3-yl]-4,4,4-trifluoro-butyramide (164 mg, 0.31 mmol), methanol (5 mL) and p-toluenesulfonic acid monohydrate (15 mg). The mixture was stirred at 25° C. for 16 h and then concentrated in vacuo with silica gel (1.3 g). Purification by Biotage flash chromatography (Aspire column, 100% ethyl acetate to 5% methanol/ethyl acetate) afforded 2-[4-(2-chlo... Starting materials: [Li]C(C)(C)C, CCOC(=O)Nc1c(C)cc(Br)cc1C, CN(C)C=O, CC(=O)O, CC(C)[Mg+], [Cl-], C1CCOC1. Product: CCOC(=O)Nc1c(C)cc(C=O)cc1C. RXN SMILES: [C:21]([Li:22])([CH3:23])([CH3:24])[CH3:25].[CH2:1]([CH3:2])[O:3][C:4]([NH:5][c:6]1[c:7]([CH3:14])[cH:8][c:9]([Br:13])[cH:10][c:11]1[CH3:12])=[O:15].[CH3:26][N:27]([CH:28]=[O:29])[CH3:30].[CH3:36][C:37](=[O:38])[OH:39].[CH:17]([Mg+:18])([CH3:19])[CH3:20].[Cl-:16].[O:31]1[CH2:32][CH2:33][CH2:34][CH2:35]1>>[CH2:1]([CH3:2])[O:3][C:4]([NH:5][c:6]1[c:7]([CH3:14])[cH:8][c:9]([CH:28]=[O:29])[cH:10][c:11]1[CH3:12])=[O:15]. Reactants: [BH4-], CO, CC(C)=O, [Ca+2], [Cl-], [Cl-], CC1(C=C(C(=O)c2ccc(Cl)cc2Cl)n2ccnc2)CC=CCC1, Cl, [Na+], O. The product is CC1(C=C(C(O)c2ccc(Cl)cc2Cl)n2ccnc2)CC=CCC1. Reaction SMILES: [BH4-:28].[CH3:31][OH:32].[CH3:34][C:35]([CH3:36])=[O:37].[Ca+2:3].[Cl-:1].[Cl-:2].[Cl:4][c:5]1[c:6]([C:12]([C:13](=[CH:14][C:15]2([CH3:21])[CH2:16][CH:17]=[CH:18][CH2:19][CH2:20]2)[n:22]2[cH:23][n:24][cH:25][cH:26]2)=[O:27])[cH:7][cH:8][c:9]([Cl:11])[cH:10]1.[ClH:30].[Na+:29].[OH2:33]>>[Cl:4][c:5]1[c:6]([CH:12]([C:13](=[CH:14][C:15]2([CH3:21])[CH2:16][CH:17]=[CH:18][CH2:19][CH2:20]2)[n:22]2[cH:23][n:24][cH:25][cH:26]2)[OH:27])[cH:7][cH:8][c:9]([Cl:11])[cH:10]1. Starting materials: CO, CSCc1ccc(C(=O)c2ccc(Cl)cc2)cc1, [O-][I+3]([O-])([O-])[O-], [Na+], O. Product: CS(=O)Cc1ccc(C(=O)c2ccc(Cl)cc2)cc1. Reaction SMILES: [CH3:19][OH:20].[Cl:1][c:2]1[cH:3][cH:4][c:5]([C:6](=[O:7])[c:8]2[cH:9][cH:10][c:11]([CH2:14][S:15][CH3:16])[cH:12][cH:13]2)[cH:17][cH:18]1.[I+3:21]([O-:22])([O-:23])([O-:24])[O-:25].[Na+:26].[OH2:27]>>[Cl:1][c:2]1[cH:3][cH:4][c:5]([C:6](=[O:7])[c:8]2[cH:9][cH:10][c:11]([CH2:14][S:15]([CH3:16])=[O:22])[cH:12][cH:13]2)[cH:17][cH:18]1. The reactants are NC1=C(C(CC1)CC)C(=O)OC (Methyl 2-amino-5-ethylcyclopent-1-enecarboxylate), C(=O)[O-].[NH4+] (ammonium formate), C(=O)N (formamide). Run at temperature 150 celsius. Product: C(C)C1CCC=2N=CN=C(C21)O (5-ethyl-6,7-dihydro-5H-cyclopenta[d]pyrimidin-4-ol). Yield: 71.9%. As a reaction SMILES: [NH2:1][C:2]1[CH2:6][CH2:5][CH:4]([CH2:7][CH3:8])[C:3]=1[C:9]([O:11]C)=O.C([O-])=O.[NH4+].[CH:17]([NH2:19])=O>>[CH2:7]([CH:4]1[C:3]2[C:9]([OH:11])=[N:19][CH:17]=[N:1][C:2]=2[CH2:6][CH2:5]1)[CH3:8] |f:1.2|. Procedure: Methyl 2-amino-5-ethylcyclopent-1-enecarboxylate (1.62 g, 9.57 mmol) was combined with ammonium formate (3.02 g, 47.9 mmol) and formamide (3.80 mL, 95.7 mmol), and the reaction mixture was heated to 150° C. for 16 hours. Conversion was confirmed by LCMS. The reaction was cooled to room temperature and partitioned between a 5:1 DCM/i-PrOH solution and water. The aqueous layer was extracted multiple times with the same DCM/i-PrOH solution. The combined extracts were concentrated to dryness and par...